describe an organic reaction: reactants, conditions, products, and yield From a dataset of the Open Reaction Database (ORD), a public repository of structured organic reaction records. Reactants: C(CCC)N1C(C2=NC=CC=C2C1=O)=O (6-(n-Butyl)-pyrrolo[3,4-b]pyridine-5,7-dione), C1(=CC=CC=C1)[Mg]Cl (Phenylmagnesium chloride). Solvent: C1(=CC=CC=C1)C (toluene). Reaction conditions: temperature -65 celsius. The product is OC1(N(C(C=2C1=NC=CC2)=O)CCCC)C2=CC=CC=C2 (7-hydroxy-7-phenyl-6-(n-butyl)-6,7-dihydropyrrolo[3,4-b]pyridin-5-one). Yield: 90.5%. RXN SMILES: [CH2:1]([N:5]1[C:13](=[O:14])[C:12]2[C:7](=[N:8][CH:9]=[CH:10][CH:11]=2)[C:6]1=[O:15])[CH2:2][CH2:3][CH3:4].[C:16]1([Mg]Cl)[CH:21]=[CH:20][CH:19]=[CH:18][CH:17]=1>C1(C)C=CC=CC=1>[OH:15][C:6]1([C:16]2[CH:21]=[CH:20][CH:19]=[CH:18][CH:17]=2)[C:7]2=[N:8][CH:9]=[CH:10][CH:11]=[C:12]2[C:13](=[O:14])[N:5]1[CH2:1][CH2:2][CH2:3][CH3:4]. Procedure: 6-(n-Butyl)-pyrrolo[3,4-b]pyridine-5,7-dione(40.4 g, 198 mmoles) was dissolved in toluene (1 L) and cooled to -65° C. Phenylmagnesium chloride (100 mL, 2M in THF, 200 moles) was added over 15 minutes. The cooling bath was then removed and the mixture allowed to warm to -10° C. The reaction was quenched by addition of 25 mL of saturated ammonium chloride solution. The room temperature solution was diluted with 500 mL of ethyl acetate and 500 mL of water. The layers were separated. Removal of most... The reactants are C=CCBr, C1CCC2=NCCCN2CC1, CCOC(C)=O, ClCCl, CC1CN(C(=O)C(F)(F)F)CCc2cc(O)c(Cl)cc21. Yields the product C=CCOc1cc2c(cc1Cl)C(C)CN(C(=O)C(F)(F)F)CC2. Reaction SMILES: [CH2:21]([CH:22]=[CH2:23])[Br:24].[CH2:25]1[CH2:26][CH2:27][C:28]2=[N:33][CH2:32][CH2:31][CH2:30][N:29]2[CH2:34][CH2:35]1.[CH3:39][CH2:40][O:41][C:42]([CH3:43])=[O:44].[Cl:36][CH2:37][Cl:38].[F:1][C:2]([C:3](=[O:4])[N:5]1[CH2:6][CH2:7][c:8]2[c:9]([cH:13][c:14]([Cl:18])[c:15]([OH:17])[cH:16]2)[CH:10]([CH3:12])[CH2:11]1)([F:19])[F:20]>>[F:1][C:2]([C:3](=[O:4])[N:5]1[CH2:6][CH2:7][c:8]2[c:9]([cH:13][c:14]([Cl:18])[c:15]([O:17][CH2:23][CH:22]=[CH2:21])[cH:16]2)[CH:10]([CH3:12])[CH2:11]1)([F:19])[F:20]. The reactants are CSC1=CC(=NC=N1)C1=C(NN2C1N=CC=C2)N (3-(6-(Methylthio)pyrimidin-4-yl)-1,3a-dihydropyrazolo[1,5-a]pyrimidin-2-amine), C1=CC(=CC(=C1)Cl)C(=O)OO (mCPBA). Run in CN(C)C=O (DMF), CN(C)C=O (DMF). The product is CS(=O)C1=CC(=NC=N1)C1=C(NN2C1N=CC=C2)N (3-(6-(methylsulfinyl)pyrimidin-4-yl)-1,3a-dihydropyrazolo[1,5-a]pyrimidin-2-amine). Yield: 66.7%. As a reaction SMILES: [CH3:1][S:2][C:3]1[N:8]=[CH:7][N:6]=[C:5]([C:9]2[CH:13]3[N:14]=[CH:15][CH:16]=[CH:17][N:12]3[NH:11][C:10]=2[NH2:18])[CH:4]=1.C1C=C(Cl)C=C(C(OO)=[O:27])C=1>CN(C=O)C>[CH3:1][S:2]([C:3]1[N:8]=[CH:7][N:6]=[C:5]([C:9]2[CH:13]3[N:14]=[CH:15][CH:16]=[CH:17][N:12]3[NH:11][C:10]=2[NH2:18])[CH:4]=1)=[O:27]. Procedure details: 3-(6-(Methylthio)pyrimidin-4-yl)-1,3a-dihydropyrazolo[1,5-a]pyrimidin-2-amine (22′, 7.2 g, 27.9 mmol) was suspended/dissolved in 70 mL of DMF and stirred at 0° C. while mCPBA (8.0 g, 34.8 mmol) in 20 mL of DMF was added drop wise over 30 minutes. After addition, the reaction was stirred for an additional hour at ambient temperature. The ppt was isolated via suction filtration, and washed with acetonitrile, and finally ethyl ether and air dried. Isolated 5.1 g of solid (66.7% yield) Reactants: NC1=CC=CC=C1 (aniline), [BH4-].[Na+] (NaBH4), CC1C(CCCC1)=O (2-methylcyclohexanone), N1N=NC2=C1C=CC=C2 (benzotriazole). The solvent is O (water), CO (methanol). Yields the product CC1C(CCCC1)NC1=CC=CC=C1 (2-methylcyclohexylphenylamine). Yield: 37.0%. Reaction SMILES: [NH2:1][C:2]1[CH:7]=[CH:6][CH:5]=[CH:4][CH:3]=1.[CH3:8][CH:9]1[CH2:14][CH2:13][CH2:12][CH2:11][C:10]1=O.N1C2C=CC=CC=2N=N1.[BH4-].[Na+]>O.CO>[CH3:8][CH:9]1[CH2:14][CH2:13][CH2:12][CH2:11][CH:10]1[NH:1][C:2]1[CH:7]=[CH:6][CH:5]=[CH:4][CH:3]=1 |f:3.4|. Procedure: In a 100-mL flask, the following mixture is heated at reflux for 30 h: 9.3 g aniline, 11.2 g 2-methylcyclohexanone and 12 g benzotriazole. Then, 200 mL of methanol and 5 g of NaBH4 in portions are added to the mixture, which is then heated at reflux for 30 min. The solution is allowed to cool, and 100 mL of water are added to the mixture, which is extracted with 2×100 mL diisopropyl ether. The organic phase is recovered, dried over magnesium sulfate and reduced to dryness. In this manner, 7 g of... Reactants: Cl.NC1CCC(CC1)O (4-aminocyclohexanol hydrochloride), O1CCCC1 (tetrahydrofuran), C([O-])(O)=O.[Na+] (sodium bicarbonate), C(=O)(OCC)N1C(C=2C(C1=O)=CC=CC2)=O (N-carbethoxy-phthalimide). Run in O (water). Run at time 8 hour. Product: C1(C=2C(C(N1C1CCC(CC1)O)=O)=CC=CC2)=O (4-phthalimido cyclohexanol). Isolated yield 72.4%. RXN SMILES: Cl.[NH2:2][CH:3]1[CH2:8][CH2:7][CH:6]([OH:9])[CH2:5][CH2:4]1.C(=O)(O)[O-].[Na+].C(N1[C:24](=[O:25])[C:23]2=[CH:26][CH:27]=[CH:28][CH:29]=[C:22]2[C:21]1=[O:30])(OCC)=O.O1CCCC1>O>[C:21]1(=[O:30])[N:2]([CH:3]2[CH2:8][CH2:7][CH:6]([OH:9])[CH2:5][CH2:4]2)[C:24](=[O:25])[C:23]2=[CH:26][CH:27]=[CH:28][CH:29]=[C:22]12 |f:0.1,2.3|. Reported procedure: A solution of 4-aminocyclohexanol hydrochloride (6.08 g, 0.04 mole) in water (60 ml) was brought to pH 8 with aqueous sodium bicarbonate solution. N-carbethoxy-phthalimide (8.76 g, 0.04 mole) was added followed by tetrahydrofuran (until homogenous solution was obtained). The clear solution was stirred at room temperature overnight. During this time a white solid was precipitated. The tetrahydrofuran was removed in vacuo and the remaining aqueous solution was extracted with ethyl acetate until th... Reactants: O=C([O-])[O-], CO, CCOC(=O)C(C)(C)Oc1ccc(F)cc1, [K+], [K+], NN, O. The product is CC(C)(Oc1ccc(F)cc1)C(=O)NN. As a reaction SMILES: [C:20](=[O:21])([O-:22])[O-:23].[CH3:26][OH:27].[F:1][c:2]1[cH:3][cH:4][c:5]([O:6][C:7]([C:8](=[O:9])[O:10][CH2:11][CH3:12])([CH3:13])[CH3:14])[cH:15][cH:16]1.[K+:24].[K+:25].[NH2:18][NH2:19].[OH2:17]>>[F:1][c:2]1[cH:3][cH:4][c:5]([O:6][C:7]([C:8](=[O:9])[NH:18][NH2:19])([CH3:13])[CH3:14])[cH:15][cH:16]1.